Dataset: the Open Reaction Database (ORD), a public repository of structured organic reaction records. Task: describe an organic reaction: reactants, conditions, products, and yield Reactants: NC1=NNC2=NC=NC(=C21)NC2=CC(=CC=C2)Cl (3-amino-4-(3-chlorophenylamino)-1H-pyrazolo[3,4-d]pyrimidine), C(C)(=O)O (acetic acid), C(C)(C)(C)N1N=C(N=N1)C=1C=C(C=O)C=CC1 (3-(2-tert-butyl-tetrazol-5-yl)-benzaldehyde). Solvent: CO (methanol). Yields the product ClC=1C=C(C=CC1)NC1=C2C(=NC=N1)NN=C2N=CC2=CC(=CC=C2)C=2N=NN(N2)C(C)(C)C (4-(3-chloro-phenylamino)-3-[{3-(2-tert-butyl-tetrazol-5-yl)-phenyl}-methyleneamino]-1H-pyrazolo[3,4-d]pyrimidine). As a reaction SMILES: [NH2:1][C:2]1[C:10]2[C:5](=[N:6][CH:7]=[N:8][C:9]=2[NH:11][C:12]2[CH:17]=[CH:16][CH:15]=[C:14]([Cl:18])[CH:13]=2)[NH:4][N:3]=1.C(O)(=O)C.[C:23]([N:27]1[N:31]=[N:30][C:29]([C:32]2[CH:33]=[C:34]([CH:37]=[CH:38][CH:39]=2)[CH:35]=O)=[N:28]1)([CH3:26])([CH3:25])[CH3:24]>CO>[Cl:18][C:14]1[CH:13]=[C:12]([NH:11][C:9]2[N:8]=[CH:7][N:6]=[C:5]3[NH:4][N:3]=[C:2]([N:1]=[CH:35][C:34]4[CH:37]=[CH:38][CH:39]=[C:32]([C:29]5[N:30]=[N:31][N:27]([C:23]([CH3:26])([CH3:25])[CH3:24])[N:28]=5)[CH:33]=4)[C:10]=23)[CH:17]=[CH:16][CH:15]=1. Procedure: Analogously to Example 32, 521 mg (2.00 mmol) of 3-amino-4-(3-chlorophenylamino)-1H-pyrazolo[3,4-d]pyrimidine (see Step 1.6) and 343 μl of acetic acid are dissolved in 50 ml of methanol and reacted with 691 mg (3.0 mmol) of 3-(2-tert-butyl-tetrazol-5-yl)-benzaldehyde to form 4-(3-chloro-phenylamino)-3-[{3-(2-tert-butyl-tetrazol-5-yl)-phenyl}-methyleneamino]-1H-pyrazolo[3,4-d]pyrimidine. Reduction of the above intermediate in 30 ml of DMEU with 16 ml (16 mmol) of DIBAL-H, analogous working-up and... The reactants are (2R)-1-{[1-(3-Ethoxyphenyl)-2-(4-methylphenyl-1H-imidazol-4-yl]carbonyl}piperazin-2-yl)methyl acetate, C(C)(=O)OC[C@H]1CN(CCN1C(=O)C=1N=C(N(C1)C1=CC(=CC=C1)OCC)C1=CC=C(C=C1)C)C(=O)OCC1=CC=CC=C1 (benzyl (3R)-3-[(acetyloxy)methyl]-4-{[1-(3-ethoxyphenyl)-2-(4-methylphenyl)-1H-imidazol-4-yl]carbonyl}piperazine-1-carboxylate). The reagents and catalysts are [Pd] (palladium on carbon). The solvent is CO (methanol). Conditions: time 2 hour. Yields the product C(C)(=O)OC[C@@H]1N(CCNC1)C(=O)C=1N=C(N(C1)C1=CC(=CC=C1)OCC)C1=CC=C(C=C1)C (((2R)-1-{[1-(3-Ethoxyphenyl)-2-(4-methylphenyl)-1H-imidazol-4-yl]carbonyl}-piperazin-2-yl)methyl acetate). RXN SMILES: [C:1]([O:4][CH2:5][C@@H:6]1[N:11]([C:12]([C:14]2[N:15]=[C:16]([C:28]3[CH:33]=[CH:32][C:31]([CH3:34])=[CH:30][CH:29]=3)[N:17]([C:19]3[CH:24]=[CH:23][CH:22]=[C:21]([O:25][CH2:26][CH3:27])[CH:20]=3)[CH:18]=2)=[O:13])[CH2:10][CH2:9][N:8](C(OCC2C=CC=CC=2)=O)[CH2:7]1)(=[O:3])[CH3:2]>[Pd].CO>[C:1]([O:4][CH2:5][C@H:6]1[CH2:7][NH:8][CH2:9][CH2:10][N:11]1[C:12]([C:14]1[N:15]=[C:16]([C:28]2[CH:29]=[CH:30][C:31]([CH3:34])=[CH:32][CH:33]=2)[N:17]([C:19]2[CH:24]=[CH:23][CH:22]=[C:21]([O:25][CH2:26][CH3:27])[CH:20]=2)[CH:18]=1)=[O:13])(=[O:3])[CH3:2]. Reported procedure: ((2R)-1-{[1-(3-Ethoxyphenyl)-2-(4-methylphenyl-1H-imidazol-4-yl]carbonyl}piperazin-2-yl)methyl acetate To 350 mg (0.330 mmol) of 10% palladium on carbon was added a solution of 3.55 g (5.95 mmol) of benzyl (3R)-3-[(acetyloxy)methyl]-4-{[1-(3-ethoxyphenyl)-2-(4-methylphenyl)-1H-imidazol-4-yl]carbonyl}piperazine-1-carboxylate from Step C in 50 mL of anhydrous methanol. The resulting suspension was agitated under an atmosphere of hydrogen at 40 psi for 2 hours then filtered through a plug of Celite... The reactants are ClC1=C(C=NC=C1)[N+](=O)[O-] (4-chloro-3-nitropyridine), CN (methylamine). The solvent is C(C)O (ethanol). Run at time 30 minute. The product is CNC1=C(C=NC=C1)[N+](=O)[O-] (4-methylamino-3-nitropyridine). RXN SMILES: Cl[C:2]1[CH:7]=[CH:6][N:5]=[CH:4][C:3]=1[N+:8]([O-:10])=[O:9].[CH3:11][NH2:12]>C(O)C>[CH3:11][NH:12][C:2]1[CH:7]=[CH:6][N:5]=[CH:4][C:3]=1[N+:8]([O-:10])=[O:9]. Reported procedure: 29.9 g of (9) were solubilised in 200 ml of hot ethanol; to the solution, brought to 0° C., were added slowly, dropwise, 103 ml of 35% aqueous methylamine. This was left stirring for 30 minutes and then the ethanol evaporated. The residue was crystallised in water giving 24 g of (10) in the form of clear yellow crystals. The reactants are CC=1C=CC(=CC1)C(=O)O (p-Toluic acid), C(O)CN (ethanolamine), N-[2-methanesulfonyloxy]-4-toluamide, OCCNC(=O)C1=CC=C(C=C1)C (N-(2-hydroxyethyl)-4-toluamide), C(=O)(N1C=NC=C1)N1C=NC=C1 (carbonyldiimidazole), CS(=O)(=O)Cl (methanesulfonyl chloride). The product is CC1=CC=C(C=C1)C=1OCCN1 (2-(4-methylphenyl)oxazoline). Reaction SMILES: CC1C=CC(C(O)=O)=CC=1.O[CH2:12][CH2:13][NH:14][C:15]([C:17]1[CH:22]=[CH:21][C:20]([CH3:23])=[CH:19][CH:18]=1)=[O:16].C(N1C=CN=C1)(N1C=CN=C1)=O.C(CN)O.CS(Cl)(=O)=O>>[CH3:23][C:20]1[CH:21]=[CH:22][C:17]([C:15]2[O:16][CH2:12][CH2:13][N:14]=2)=[CH:18][CH:19]=1. Procedure details: This synthesis requires a brominated intermediate, which is prepared by a four-step process, as illustrated in FIG. 3. p-Toluic acid is first converted to N-(2-hydroxyethyl)-4-toluamide, using carbonyldiimidazole (CDI) and ethanolamine. This first intermediate is then converted to a N-[2-methanesulfonyloxy]-4-toluamide, using methanesulfonyl chloride. This second intermediate is then cyclized to form 2-(4-methylphenyl)oxazoline by processes analogous to those described in Example 7, below. This ... The reactants are ClC1=C(C=CC2=C1C(N(CC=1N2C=NC1C(=O)N)C)=O)F (7-chloro-8-fluoro-5-methyl-6-oxo-5,6-dihydro-4H-imidazo[1,5-a][1,4]benzodiazepine-3-carboxamide), O (water), N1=CC=CC=C1 (pyridine), FC(C(=O)OC(C(F)(F)F)=O)(F)F (trifluoroacetic anhydride). The solvent is O1CCOCC1 (dioxan). Reaction conditions: time 3 hour. The product is ClC1=C(C=CC2=C1C(N(CC=1N2C=NC1C#N)C)=O)F (7-chloro-8-fluoro-5-methyl-6-oxo-5,6-dihydro-4H-imidazo[1,5-a][1,4]benzodiazepine-3-carbonitrile). Isolated yield 88.6%. As a reaction SMILES: [Cl:1][C:2]1[C:7]2[C:8](=[O:20])[N:9]([CH3:19])[CH2:10][C:11]3[N:12]([CH:13]=[N:14][C:15]=3[C:16]([NH2:18])=O)[C:6]=2[CH:5]=[CH:4][C:3]=1[F:21].N1C=CC=CC=1.FC(F)(F)C(OC(=O)C(F)(F)F)=O.O>O1CCOCC1>[Cl:1][C:2]1[C:7]2[C:8](=[O:20])[N:9]([CH3:19])[CH2:10][C:11]3[N:12]([CH:13]=[N:14][C:15]=3[C:16]#[N:18])[C:6]=2[CH:5]=[CH:4][C:3]=1[F:21]. Reported procedure: 14.4 g (0.0466 mol) of 7-chloro-8-fluoro-5-methyl-6-oxo-5,6-dihydro-4H-imidazo[1,5-a][1,4]benzodiazepine-3-carboxamide was suspended in 60 ml of dioxan and 8 ml of pyridine and treated dropwise at a temperature of ~8° within 10 min. with 10.3 g (0.049 mol) of trifluoroacetic anhydride. The mixture was stirred at 50° for 3 hours and poured into 400 ml of water. The mixture was extracted with ethyl acetate, dried over magnesium sulfate, filtered and the filtrate was concentrated. The residue was d... The reactants are C(C(=O)C1=CC=CC=C1)Br (phenacyl bromide), C(C1=CC=CC=C1)OC=1C=C(N)C=CC1 (3-benzyloxyaniline), C(=O)([O-])[O-].[Na+].[Na+] (Na2CO3). Solvent: C(C)O (ethanol). Yields the product C(C1=CC=CC=C1)OC=1C=C(C=CC1)NC1=C(C=CC=C1)C(C)=O (2'-(3-benzyloxyphenylamino)acetophenone). As a reaction SMILES: [CH2:1](Br)[C:2]([C:4]1[CH:9]=[CH:8][CH:7]=[CH:6][CH:5]=1)=[O:3].[CH2:11]([O:18][C:19]1[CH:20]=[C:21]([CH:23]=[CH:24][CH:25]=1)[NH2:22])[C:12]1[CH:17]=[CH:16][CH:15]=[CH:14][CH:13]=1.C([O-])([O-])=O.[Na+].[Na+]>C(O)C>[CH2:11]([O:18][C:19]1[CH:20]=[C:21]([NH:22][C:5]2[CH:6]=[CH:7][CH:8]=[CH:9][C:4]=2[C:2](=[O:3])[CH3:1])[CH:23]=[CH:24][CH:25]=1)[C:12]1[CH:13]=[CH:14][CH:15]=[CH:16][CH:17]=1 |f:2.3.4|. Reported procedure: 10 g of phenacyl bromide and 11 g of 3-benzyloxyaniline are stirred at 60° C. for 2 h in 100 ml of ethanol in the presence of 11.7 g of powdered Na2CO3. The mixture is then cooled and concentrated in an RE. The residue is partitioned between water and methylene chloride and the aqueous phase is extracted twice with methylene chloride. The combined organic phases are dried over Na2SO4 and concentrated. The residue is slurried with ether and the crystals are filtered off, 2'-(3-benzyloxyphenylamin... The reactants are CNC, CC(c1ccc(-c2ccc(F)cc2F)cc1)N1CCC(CC2CO2)(c2ccc(F)cc2)OC1=O. The product is CC(c1ccc(-c2ccc(F)cc2F)cc1)N1CCC(CC(O)CN(C)C)(c2ccc(F)cc2)OC1=O. As a reaction SMILES: [CH3:35][NH:36][CH3:37].[F:1][c:2]1[c:3](-[c:9]2[cH:10][cH:11][c:12]([CH:15]([CH3:16])[N:17]3[C:18](=[O:34])[O:19][C:20]([CH2:23][CH:24]4[O:25][CH2:26]4)([c:27]4[cH:28][cH:29][c:30]([F:33])[cH:31][cH:32]4)[CH2:21][CH2:22]3)[cH:13][cH:14]2)[cH:4][cH:5][c:6]([F:8])[cH:7]1>>[F:1][c:2]1[c:3](-[c:9]2[cH:10][cH:11][c:12]([CH:15]([CH3:16])[N:17]3[C:18](=[O:34])[O:19][C:20]([CH2:23][CH:24]([OH:25])[CH2:26][N:36]([CH3:35])[CH3:37])([c:27]4[cH:28][cH:29][c:30]([F:33])[cH:31][cH:32]4)[CH2:21][CH2:22]3)[cH:13][cH:14]2)[cH:4][cH:5][c:6]([F:8])[cH:7]1. Reactants: COC(CN(C)C(=O)C1=C(C=CC2=C(C(=CC=C12)OC)Br)OC)=O (N-[(5-Bromo-2,6-dimethoxy-1-naphthalenyl)carbonyl]-N-methylglycine Methyl Ester), CN1C(CCC1)=O (1-methyl-2-pyrrolidinone), FC(C(=O)[O-])(F)F.[Na+] (sodium trifluoroacetate), [C-]#N.[K+] (potassium cyanide). The reagents and catalysts are [Cu]I (copper (I) iodide). Run in C(C)(=O)OCC (ethyl acetate), O (water), C(C)OCC (ethyl ether). Run at temperature 180 celsius. Yields the product COC(CN(C)C(=O)C1=C(C=CC2=C(C(=CC=C12)OC)C(F)(F)F)OC)=O (N-[[2,6-Dimethoxy-5-(trifluoromethyl)-1-naphthalenyl]carbonyl]-N-methylglycine Methyl Ester). Yield: 89.0%. RXN SMILES: [CH3:1][O:2][C:3](=[O:24])[CH2:4][N:5]([C:7]([C:9]1[C:18]2[C:13](=[C:14](Br)[C:15]([O:19][CH3:20])=[CH:16][CH:17]=2)[CH:12]=[CH:11][C:10]=1[O:22][CH3:23])=[O:8])[CH3:6].CN1CCCC1=O.[F:32][C:33]([F:38])([F:37])C([O-])=O.[Na+].[C-]#N.[K+]>O.C(OCC)(=O)C.[Cu]I.C(OCC)C>[CH3:1][O:2][C:3](=[O:24])[CH2:4][N:5]([C:7]([C:9]1[C:18]2[C:13](=[C:14]([C:33]([F:38])([F:37])[F:32])[C:15]([O:19][CH3:20])=[CH:16][CH:17]=2)[CH:12]=[CH:11][C:10]=1[O:22][CH3:23])=[O:8])[CH3:6] |f:2.3,4.5|. Procedure: A mixture of N-[5-bromo-2,6-dimethoxy-1-naphthalenyl)carbonyl]-N-methylglycine methyl ester (6.24 g, 15.7 mmol, described in Example 3), copper (I) iodide (11.99 g, 62.9 mmol), 1-methyl-2-pyrrolidinone (300 mL), and sodium trifluoroacetate (17.08 g, 12.6 mmol) was heated at 180° C. for 2 hours under an argon atmosphere. Upon cooling the residue was suspended in water (1 L) and ethyl ether (2 L) and potassium cyanide (30 g) were added with stirring. The organic layer was separated and washed sequ... Starting materials: C(C)(=O)OC(C)=O (acetic anhydride), C(C)(=O)O (acetic acid), OC1=C(C=C(C=C1)C1=CSC=2C(C3=CC=CN3C21)=O)OC (3-(4-Hydroxy-3-methoxyphenyl)8H-thieno[2,3-b]pyrrolizin-8-one). Yields the product C(C)(=O)OC1=C(C=CC(=C1)C1=CSC=2C(C3=CC=CN3C21)=O)OC (2-Methoxy-5-(8-oxo-8H-thieno[2,3-b]pyrrolizin-3-yl)phenyl acetate). RXN SMILES: OC1C=[CH:6][C:5]([C:8]2[C:18]3[N:17]4[C:13](=[CH:14][CH:15]=[CH:16]4)[C:12](=[O:19])[C:11]=3[S:10][CH:9]=2)=[CH:4][C:3]=1OC.[C:22]([O:25][C:26](=[O:28])[CH3:27])(=O)[CH3:23].[C:29](O)(=[O:31])C>>[C:26]([O:25][C:22]1[CH:6]=[C:5]([C:8]2[C:18]3[N:17]4[C:13](=[CH:14][CH:15]=[CH:16]4)[C:12](=[O:19])[C:11]=3[S:10][CH:9]=2)[CH:4]=[CH:3][C:23]=1[O:31][CH3:29])(=[O:28])[CH3:27]. Procedure details: The procedure is as in Example 18, using the compound of Example 24 as substrate and carrying out the reaction in acetic acid in the presence of acetic anhydride.